Task: describe an organic reaction: reactants, conditions, products, and yield. Dataset: the Open Reaction Database (ORD), a public repository of structured organic reaction records Reactants: ClC(=O)OCC (ethyl chloroformate), [NH2-].[Na+] (sodium amide), C1=CC=C(C=C1)C2=CC=CC=C2.C1=CC=C(C=C1)OC2=CC=CC=C2 (Dowtherm), NC(=O)OCC (urethane), C(C1=CC=CC=C1)#N (benzonitrile), C1=CC=C(C=C1)C2=CC=CC=C2.C1=CC=C(C=C1)OC2=CC=CC=C2 (Dowtherm). Solvent: C(C)O (ethanol). Reaction conditions: temperature 90 celsius, time 3 hour. Product: OC1=NC(=NC(=N1)C1=CC=CC=C1)C1=CC=CC=C1 (2-hydroxy-4,6-diphenyl-1,3,5-triazine). Isolated yield 90.2%. RXN SMILES: [NH2-:1].[Na+].C1C=C[C:6]([C:9]2[CH:14]=[CH:13][CH:12]=[CH:11][CH:10]=2)=CC=1.C1C=CC(OC2C=CC=CC=2)=CC=1.[C:28](#[N:35])[C:29]1[CH:34]=[CH:33][CH:32]=[CH:31][CH:30]=1.ClC(OCC)=O.[NH2:42][C:43]([O:45]CC)=O>C(O)C>[OH:45][C:43]1[N:42]=[C:28]([C:29]2[CH:34]=[CH:33][CH:32]=[CH:31][CH:30]=2)[N:35]=[C:6]([C:9]2[CH:10]=[CH:11][CH:12]=[CH:13][CH:14]=2)[N:1]=1 |f:0.1,2.3|. Procedure details: 100 g (2.4 mol) of sodium amide (95%) are stirred for 12 hours at room temperature in 500 ml of ®Dowtherm (mixture of 26.5% by weight of diphenyl and 73.5% by weight of diphenyl ether) in the presence of glass beads. The glass beads are then separated and washed with 500 ml of ®Dowtherm. The resultant suspension is heated to 90° C. and 232 g (2.35 mol) of benzonitrile are added dropwise over 1 hour such that the temperature does not rise above 105° C. Sniffing is continued for 3 hours at 95° C.,...